From a dataset of the Open Reaction Database (ORD), a public repository of structured organic reaction records. describe an organic reaction: reactants, conditions, products, and yield Yields the product CN1CCN(c2cccc3ccc(N)cc23)CC1. RXN SMILES: [C:1](=[O:2])([c:3]1[cH:4][cH:5][cH:6][cH:7][cH:8]1)[NH:9][c:10]1[cH:11][cH:12][c:13]2[cH:14][cH:15][cH:16][c:17]([N:20]3[CH2:21][CH2:22][N:23]([CH3:26])[CH2:24][CH2:25]3)[c:18]2[cH:19]1.[CH3:27][CH2:28][OH:29].[ClH:32].[Na+:31].[OH-:30]>>[NH2:9][c:10]1[cH:11][cH:12][c:13]2[cH:14][cH:15][cH:16][c:17]([N:20]3[CH2:21][CH2:22][N:23]([CH3:26])[CH2:24][CH2:25]3)[c:18]2[cH:19]1. Reactants: CN1CCN(c2cccc3ccc(NC(=O)c4ccccc4)cc23)CC1, CCO, Cl, [Na+], [OH-]. Reactants: CC(C)(C)O, COC(=O)C(C(C)C)n1ccc2c(NC(=O)C(C)c3ccc(Cl)cc3)cccc2c1=O, Cl, [Li+], [OH-], O. The product is CC(C(=O)Nc1cccc2c(=O)n(C(C(=O)O)C(C)C)ccc12)c1ccc(Cl)cc1. As a reaction SMILES: [C:34]([OH:35])([CH3:36])([CH3:37])[CH3:38].[Cl:1][c:2]1[cH:3][cH:4][c:5]([CH:8]([C:9](=[O:10])[NH:11][c:12]2[c:13]3[cH:14][cH:15][n:16]([CH:23]([C:24](=[O:25])[O:26][CH3:27])[CH:28]([CH3:29])[CH3:30])[c:17](=[O:22])[c:18]3[cH:19][cH:20][cH:21]2)[CH3:31])[cH:6][cH:7]1.[ClH:40].[Li+:32].[OH-:33].[OH2:39]>>[Cl:1][c:2]1[cH:3][cH:4][c:5]([CH:8]([C:9](=[O:10])[NH:11][c:12]2[c:13]3[cH:14][cH:15][n:16]([CH:23]([C:24](=[O:25])[OH:26])[CH:28]([CH3:29])[CH3:30])[c:17](=[O:22])[c:18]3[cH:19][cH:20][cH:21]2)[CH3:31])[cH:6][cH:7]1. Reactants: NC=1C=NC=CC1 (3-Aminopyridine), P(OC1=CC=CC=C1)(OC1=CC=CC=C1)[O-] (Diphenyl phosphite), NC1=C(C(=O)O)C(=CC=C1)Cl (2-amino-6-chlorobenzoic acid), C(C)(C)(C)OC(=O)N[C@H](C(=O)O)C ((S)-2-(tert-butoxycarbonylamino)propanoic acid). Solvent: N1=CC=CC=C1 (pyridine), CCCCCC (hexane). Run at temperature 40 celsius, time 2 hour. The product is ClC1=C2C(N(C(=NC2=CC=C1)[C@H](C)NC(OC(C)(C)C)=O)C=1C=NC=CC1)=O ((S)-tert-butyl 1-(5-chloro-4-oxo-3-(pyridin-3-yl)-3,4-dihydroquinazolin-2-yl)ethylcarbamate). As a reaction SMILES: P([O-])(OC1C=CC=CC=1)OC1C=CC=CC=1.[NH2:17][C:18]1[CH:26]=[CH:25][CH:24]=[C:23]([Cl:27])[C:19]=1[C:20]([OH:22])=O.[C:28]([O:32][C:33]([NH:35][C@@H:36]([CH3:40])[C:37](O)=O)=[O:34])([CH3:31])([CH3:30])[CH3:29].[NH2:41][C:42]1[CH:43]=[N:44][CH:45]=[CH:46][CH:47]=1>N1C=CC=CC=1.CCCCCC>[Cl:27][C:23]1[CH:24]=[CH:25][CH:26]=[C:18]2[C:19]=1[C:20](=[O:22])[N:41]([C:42]1[CH:43]=[N:44][CH:45]=[CH:46][CH:47]=1)[C:37]([C@@H:36]([NH:35][C:33](=[O:34])[O:32][C:28]([CH3:31])([CH3:30])[CH3:29])[CH3:40])=[N:17]2. Procedure details: Diphenyl phosphite (1.9 mL, 10 mmol) was added to a solution of 2-amino-6-chlorobenzoic acid (495 mg, 2.9 mmol) and (S)-2-(tert-butoxycarbonylamino)propanoic acid (710 mg, 3.77 mmol) in pyridine (3 mL). The reaction mixture was stirred at 40° C. for 2 hours. 3-Aminopyridine (274 mg, 3.48 mmol) was then added to the reaction mixture, which was then stirred at 55° C. for 12 hours. The reaction mixture was cooled to room temperature and loaded onto a hexane primed SiO2 column. The title compound wa... The reactants are O (water), BrC1=NN(C(=C1[N+](=O)[O-])Br)C (3,5-dibromo-1-methyl-4-nitropyrazole), solution, CN (methylamine). The solvent is C(C)O (ethanol). The product is BrC1=NN(C(=C1[N+](=O)[O-])NC)C (3-bromo-1-methyl-5-methylamino-4-nitropyrazole). Isolated yield 88.0%. RXN SMILES: [Br:1][C:2]1[C:6]([N+:7]([O-:9])=[O:8])=[C:5](Br)[N:4]([CH3:11])[N:3]=1.[CH3:12][NH2:13].O>C(O)C>[Br:1][C:2]1[C:6]([N+:7]([O-:9])=[O:8])=[C:5]([NH:13][CH3:12])[N:4]([CH3:11])[N:3]=1. Reported procedure: 2 g (7.02 mmoles) of 3,5-dibromo-1-methyl-4-nitropyrazole are heated in 50 ml of a 40-percent solution of methylamine in ethanol for 4 hours at boiling temperature. After cooling, 100 ml water are added to the reaction mixture, the separated product is filtered out and washed with a small amount of water (20 ml). After vacuum drying, 1.45 g (88 percent of theory) of 3-bromo-1-methyl-5-methylamino-4-nitropyrazole are obtained in the form of yellow crystals with a melting point of 185° C. The reactants are Cc1nn(COCC[Si](C)(C)C)c2ncc(Br)cc12, Cc1nn(COCC[Si](C)(C)C)c2ncc(N)cc12, CC(C)(C)[O-], Cc1ccccc1, [Na+], N=C(c1ccccc1)c1ccccc1. Product: Cc1nn(COCC[Si](C)(C)C)c2ncc(N=C(c3ccccc3)c3ccccc3)cc12. As a reaction SMILES: [Br:20][c:21]1[cH:22][c:23]2[c:24]([CH3:25])[n:26][n:27]([CH2:28][O:29][CH2:30][CH2:31][Si:32]([CH3:33])([CH3:34])[CH3:35])[c:36]2[n:37][cH:38]1.[CH3:1][c:2]1[n:3][n:4]([CH2:12][O:13][CH2:14][CH2:15][Si:16]([CH3:17])([CH3:18])[CH3:19])[c:5]2[n:6][cH:7][c:8]([NH2:11])[cH:9][c:10]12.[CH3:53][C:54]([CH3:55])([O-:56])[CH3:57].[CH3:59][c:60]1[cH:61][cH:62][cH:63][cH:64][cH:65]1.[Na+:58].[c:39]1([C:45](=[NH:46])[c:47]2[cH:48][cH:49][cH:50][cH:51][cH:52]2)[cH:40][cH:41][cH:42][cH:43][cH:44]1>>[CH3:1][c:2]1[n:3][n:4]([CH2:12][O:13][CH2:14][CH2:15][Si:16]([CH3:17])([CH3:18])[CH3:19])[c:5]2[n:6][cH:7][c:8]([N:11]=[C:45]([c:39]3[cH:40][cH:41][cH:42][cH:43][cH:44]3)[c:47]3[cH:48][cH:49][cH:50][cH:51][cH:52]3)[cH:9][c:10]12. Starting materials: Cl (HCl), Tetrakis-(triphenylphosphine)palladium (0), C(C)OC(=O)C1=CC2=C(N1CC1=CC(=C(C=C1)Cl)Cl)C=C(S2)Br (ethyl4-(3,4-dichlorobenzyl)-2-bromothieno[3,2-b]pyrrole-5-carboxylate), S1C(=CC=C1)B(O)O (thiophene-2-boronic acid). Run in C(C)O (ethanol), C1(=CC=CC=C1)C (toluene), C([O-])([O-])=O.[K+].[K+] (potassium carbonate). Reaction conditions: temperature 80 celsius, time 6 hour. The product is ClC=1C=C(CN2C3=C(C=C2C(=O)OCC)SC(=C3)C=3SC=CC3)C=CC1Cl (Ethyl 4-(3,4-dichlorobenzyl)-2-(thien-2-yl)thieno[3,2-b]pyrrole-5-carboxylate). Isolated yield 76.4%. RXN SMILES: [CH2:1]([O:3][C:4]([C:6]1[N:10]([CH2:11][C:12]2[CH:17]=[CH:16][C:15]([Cl:18])=[C:14]([Cl:19])[CH:13]=2)[C:9]2[CH:20]=[C:21](Br)[S:22][C:8]=2[CH:7]=1)=[O:5])[CH3:2].[S:24]1[CH:28]=[CH:27][CH:26]=[C:25]1B(O)O.Cl>C(O)C.C1(C)C=CC=CC=1.C(=O)([O-])[O-].[K+].[K+]>[Cl:19][C:14]1[CH:13]=[C:12]([CH:17]=[CH:16][C:15]=1[Cl:18])[CH2:11][N:10]1[C:6]([C:4]([O:3][CH2:1][CH3:2])=[O:5])=[CH:7][C:8]2[S:22][C:21]([C:25]3[S:24][CH:28]=[CH:27][CH:26]=3)=[CH:20][C:9]1=2 |f:5.6.7|. Procedure: Tetrakis-(triphenylphosphine)palladium (0) (20 mg) was added to a degassed solution of ethyl4-(3,4-dichlorobenzyl)-2-bromothieno[3,2-b]pyrrole-5-carboxylate (0.1 g) and thiophene-2-boronic acid (34 mg) in ethanol (1 ml), toluene (1 ml) and aqueous potassium carbonate (2N, 1 ml), and the reaction stirred at 80° C. under an argon atmosphere for 6 hours. The reaction was cooled, poured into 2N HCl and extracted with ether. Combined organic extracts were cried (MgSO4), concentrated in vacuo and the ... The reactants are CN(C=C(C(=O)OCC)[N+]#[C-])C (Ethyl 3-(dimethylamino)-2-isocyanoacrylate), C[C@@H]1CC[C@H](CC1)N (trans-4-methylcyclohexylamine), [Cl-].[NH4+] (ammonium chloride). Conditions: temperature 70 celsius, time 4 hour. Product: C[C@@H]1CC[C@H](CC1)N1C=NC(=C1)C(=O)OCC (Ethyl 1-(trans-4-methylcyclohexyl)-1H-imidazole-4-carboxylate). Yield: 89.0%. As a reaction SMILES: C[N:2]([CH3:12])[CH:3]=[C:4]([N+:10]#[C-:11])[C:5]([O:7][CH2:8][CH3:9])=[O:6].[Cl-].[NH4+].[CH3:15][C@H:16]1[CH2:21][CH2:20][C@H](N)[CH2:18][CH2:17]1>>[CH3:15][C@H:16]1[CH2:21][CH2:20][C@H:12]([N:2]2[CH:3]=[C:4]([C:5]([O:7][CH2:8][CH3:9])=[O:6])[N:10]=[CH:11]2)[CH2:18][CH2:17]1 |f:1.2|. Procedure details: Ethyl 3-(dimethylamino)-2-isocyanoacrylate (Liebigs Annalen der Chemie, 1979, p. 1444) (1.52 g) was dissolved in trans-4-methylcyclohexylamine (3.07 g), and the solution was stirred at 70° C. for 4 hours. To the reaction solution, saturated aqueous ammonium chloride was added, and organic matter was extracted with ethyl acetate. The organic layer was dried over anhydrous sodium sulfate and filtered, and the solvent was distilled off under reduced pressure to obtain a crude product. This crude pr... The reactants are FC1=CC=CC=2C3=CC=CC=C3N(C12)C1=C(C=CC=C1)[N+](=O)[O-] (1-fluoro-9-(2-nitrophenyl)-9H-carbazole), [OH-].[Na+] (NaOH). The reagents and catalysts are [Cl-].[Cl-].[Zn+2] (ZnCl2). The solvent is CCO (EtOH). The product is FC1=CC=CC=2C3=CC=CC=C3N(C12)C1=C(C=CC=C1)N (1-Fluoro-9-(2-aminophenyl)-9H-carbazole). As a reaction SMILES: [F:1][C:2]1[C:14]2[N:13]([C:15]3[CH:20]=[CH:19][CH:18]=[CH:17][C:16]=3[N+:21]([O-])=O)[C:12]3[C:7](=[CH:8][CH:9]=[CH:10][CH:11]=3)[C:6]=2[CH:5]=[CH:4][CH:3]=1.[OH-].[Na+]>CCO.[Cl-].[Cl-].[Zn+2]>[F:1][C:2]1[C:14]2[N:13]([C:15]3[CH:20]=[CH:19][CH:18]=[CH:17][C:16]=3[NH2:21])[C:12]3[C:7](=[CH:8][CH:9]=[CH:10][CH:11]=3)[C:6]=2[CH:5]=[CH:4][CH:3]=1 |f:1.2,4.5.6|. Procedure details: 50 g (163 mmol) of 1-fluoro-9-(2-nitrophenyl)-9H-carbazole are dissolved in 600 ml of EtOH, 67 g (489 mmol) of ZnCl2 are added at room temperature, and the mixture is heated under reflux for 6 h. The mixture is subsequently warmed to room temperature over the course of 1 h, 20% NaOH is added, and, after phase separation, the solvent is removed, and the residue is purified by chromatography. The yield is 44.1%. Reaction conditions: time 2 hour. Solvent: C(C)(=O)O (acetic acid), P(=O)(O)(O)P(=O)(O)O (hypophosphoric acid), O (water), petroleum ether. Starting materials: NC1=C(C(=C(C=O)C=C1F)F)Br (4-amino-3-bromo-2,5-difluorobenzaldehyde), N(=O)[O-].[Na+] (sodium nitrite), ice water, C(C)(=O)OCC (ethyl acetate). Reported procedure: 4-amino-3-bromo-2,5-difluorobenzaldehyde (3.4 g, 14.3 mmol) was dissolved in acetic acid (18 mL) before addition of hypophosphoric acid (50% in water, 39 mL). A solution of sodium nitrite (1.4 eq, 1.4 g) in water (8 mL) was then added dropwise under ice-cooling. After stirring at rt for 2 h, the reaction mixture was poured onto a mixture ice/water and the aqueous phase extracted with DCM. The combined organic phases were dried over sodium sulfate and evaporated. A column chromatography (0 to 10%... Product: BrC=1C(=C(C=O)C=C(C1)F)F (3-bromo-2,5-difluorobenzaldehyde). RXN SMILES: N[C:2]1[C:9]([F:10])=[CH:8][C:5]([CH:6]=[O:7])=[C:4]([F:11])[C:3]=1[Br:12].N([O-])=O.[Na+].C(OCC)(=O)C>C(O)(=O)C.P(P(O)(O)=O)(O)(O)=O.O>[Br:12][C:3]1[C:4]([F:11])=[C:5]([CH:8]=[C:9]([F:10])[CH:2]=1)[CH:6]=[O:7] |f:1.2|. Starting materials: CCO, NN, CC(C)(C)OC(=O)Nc1ccc(-c2ccccc2)cc1NC(=O)c1ccc(CN2C(=O)c3ccccc3C2=O)cc1, O. The product is CC(C)(C)OC(=O)Nc1ccc(-c2ccccc2)cc1NC(=O)c1ccc(CN)cc1. Reaction SMILES: [CH3:45][CH2:46][OH:47].[NH2:43][NH2:44].[O:1]=[C:2]1[N:3]([CH2:12][c:13]2[cH:14][cH:15][c:16]([C:19](=[O:20])[NH:21][c:22]3[cH:23][c:24](-[c:36]4[cH:37][cH:38][cH:39][cH:40][cH:41]4)[cH:25][cH:26][c:27]3[NH:28][C:29]([O:30][C:31]([CH3:32])([CH3:33])[CH3:34])=[O:35])[cH:17][cH:18]2)[C:10](=[O:11])[c:5]2[c:4]1[cH:9][cH:8][cH:7][cH:6]2.[OH2:42]>>[NH2:3][CH2:12][c:13]1[cH:14][cH:15][c:16]([C:19](=[O:20])[NH:21][c:22]2[cH:23][c:24](-[c:36]3[cH:37][cH:38][cH:39][cH:40][cH:41]3)[cH:25][cH:26][c:27]2[NH:28][C:29]([O:30][C:31]([CH3:32])([CH3:33])[CH3:34])=[O:35])[cH:17][cH:18]1.